Dataset: the Open Reaction Database (ORD), a public repository of structured organic reaction records. Task: describe an organic reaction: reactants, conditions, products, and yield The reactants are OCCCCCCCCCCBr, [Li]CCCC, C1CCOC1, CC1CCC2(CC1S(=O)(=O)c1ccccc1)OCCO2, CN(C)P(=O)(N(C)C)N(C)C, [Cl-], [NH4+], c1ccc(C(c2ccccc2)c2ccccc2)cc1. Product: CC1CCC2(CC1(CCCCCCCCCCO)S(=O)(=O)c1ccccc1)OCCO2. RXN SMILES: [Br:45][CH2:46][CH2:47][CH2:48][CH2:49][CH2:50][CH2:51][CH2:52][CH2:53][CH2:54][CH2:55][OH:56].[CH2:1]([Li:2])[CH2:3][CH2:4][CH3:5].[CH2:59]1[O:60][CH2:61][CH2:62][CH2:63]1.[CH2:6]1[O:7][C:8]2([CH2:9][CH:10]([S:15](=[O:16])(=[O:17])[c:18]3[cH:19][cH:20][cH:21][cH:22][cH:23]3)[CH:11]([CH3:14])[CH2:12][CH2:13]2)[O:24][CH2:25]1.[CH3:64][N:65]([CH3:66])[P:67]([N:68]([CH3:69])[CH3:70])([N:71]([CH3:72])[CH3:73])=[O:74].[Cl-:57].[NH4+:58].[c:26]1([CH:27]([c:28]2[cH:29][cH:30][cH:31][cH:32][cH:33]2)[c:34]2[cH:35][cH:36][cH:37][cH:38][cH:39]2)[cH:40][cH:41][cH:42][cH:43][cH:44]1>>[CH2:6]1[O:7][C:8]2([CH2:9][C:10]([S:15](=[O:16])(=[O:17])[c:18]3[cH:19][cH:20][cH:21][cH:22][cH:23]3)([CH2:46][CH2:47][CH2:48][CH2:49][CH2:50][CH2:51][CH2:52][CH2:53][CH2:54][CH2:55][OH:56])[CH:11]([CH3:14])[CH2:12][CH2:13]2)[O:24][CH2:25]1. Reactants: C1CCOC1 (THF), C(C)(=O)S[C@H]1CC2C(C[C@H]3[C@@H]4CCC([C@@]4(C)CC[C@@H]3[C@]2(CC1)C)=O)=O (3α-acetylthioandrostane-6,17-dione), C1CCOC1 (THF). The reagents and catalysts are [Br-].C[P+](C1=CC=CC=C1)(C1=CC=CC=C1)C1=CC=CC=C1 (methyltriphenylphosphonium bromide). Product: C(C)(=O)S[C@H]1CC2C(C[C@H]3[C@@H]4CCC([C@@]4(C)CC[C@@H]3[C@]2(CC1)C)=O)=C (3α-acetylthio-6-methyleneandrostan-17-one), S[C@H]1CC2C(C[C@H]3[C@@H]4CCC([C@@]4(C)CC[C@@H]3[C@]2(CC1)C)=O)=C (3α-mercapto-6-methyleneandrostane-17-one). Yield: 35.0%. RXN SMILES: [C:1]([S:4][C@@H:5]1[CH2:22][CH2:21][C@@:20]2([CH3:23])[CH:7]([C:8](=O)[CH2:9][C@@H:10]3[C@@H:19]2[CH2:18][CH2:17][C@@:15]2([CH3:16])[C@H:11]3[CH2:12][CH2:13][C:14]2=[O:24])[CH2:6]1)(=[O:3])[CH3:2].[CH2:26]1COCC1>[Br-].C[P+](C1C=CC=CC=1)(C1C=CC=CC=1)C1C=CC=CC=1>[C:1]([S:4][C@@H:5]1[CH2:22][CH2:21][C@@:20]2([CH3:23])[CH:7]([C:8](=[CH2:26])[CH2:9][C@@H:10]3[C@@H:19]2[CH2:18][CH2:17][C@@:15]2([CH3:16])[C@H:11]3[CH2:12][CH2:13][C:14]2=[O:24])[CH2:6]1)(=[O:3])[CH3:2].[SH:4][C@@H:5]1[CH2:22][CH2:21][C@@:20]2([CH3:23])[CH:7]([C:8](=[CH2:26])[CH2:9][C@@H:10]3[C@@H:19]2[CH2:18][CH2:17][C@@:15]2([CH3:16])[C@H:11]3[CH2:12][CH2:13][C:14]2=[O:24])[CH2:6]1 |f:2.3|. Procedure: To a stirred solution of 3α-acetylthioandrostane-6,17-dione (600 mg) in THF (8 mL) cooled at −50° C., a solution of ylide prepared from methyltriphenylphosphonium bromide (1.47 g) in THF dry (8 mL) at −50° C. and potassium tert-butoxide (484 mg), was added. After 2 h the temperature was raised to room temperature. The mixture was quenched by addition of 5% NaH2PO4 aqueous solution and extracted with EtOAc (2×60 mL). The combined organic extracts were washed with 5% NaH2PO4 aqueous solution, brin... Starting materials: CCCCCCCCCCCCC1=C(O)C(=O)c2c(C)cccc2C1=O, CC(=O)OC(C)=O, c1ccncc1. Product: CCCCCCCCCCCCC1=C(OC(C)=O)C(=O)c2c(C)cccc2C1=O. RXN SMILES: [CH2:1]([CH2:2][CH2:3][CH2:4][CH2:5][CH2:6][CH2:7][CH2:8][CH2:9][CH2:10][CH2:11][CH3:12])[C:13]1=[C:22]([OH:23])[C:21](=[O:24])[c:20]2[c:15]([cH:16][cH:17][cH:18][c:19]2[CH3:25])[C:14]1=[O:26].[CH3:27][C:28](=[O:29])[O:30][C:31](=[O:32])[CH3:33].[cH:34]1[cH:35][cH:36][n:37][cH:38][cH:39]1>>[CH2:1]([CH2:2][CH2:3][CH2:4][CH2:5][CH2:6][CH2:7][CH2:8][CH2:9][CH2:10][CH2:11][CH3:12])[C:13]1=[C:22]([O:23][C:28]([CH3:27])=[O:29])[C:21](=[O:24])[c:20]2[c:15]([cH:16][cH:17][cH:18][c:19]2[CH3:25])[C:14]1=[O:26]. The reactants are CC1CCCCN1, ClC(Cl)Cl, Cc1cc2cccc(C(CO[Si](C)(C)C(C)(C)C)OS(C)(=O)=O)c2nc1-c1ccccc1. Product: Cc1cc2cccc(C(CO[Si](C)(C)C(C)(C)C)N3CCCCC3C)c2nc1-c1ccccc1. Reaction SMILES: [CH3:33][CH:34]1[NH:35][CH2:36][CH2:37][CH2:38][CH2:39]1.[CH:40]([Cl:41])([Cl:42])[Cl:43].[c:1]1(-[c:7]2[n:8][c:9]3[c:10]([CH:18]([CH2:19][O:20][Si:21]([CH3:22])([CH3:23])[C:24]([CH3:25])([CH3:26])[CH3:27])[O:28][S:29]([CH3:30])(=[O:31])=[O:32])[cH:11][cH:12][cH:13][c:14]3[cH:15][c:16]2[CH3:17])[cH:2][cH:3][cH:4][cH:5][cH:6]1>>[c:1]1(-[c:7]2[n:8][c:9]3[c:10]([CH:18]([CH2:19][O:20][Si:21]([CH3:22])([CH3:23])[C:24]([CH3:25])([CH3:26])[CH3:27])[N:35]4[CH:34]([CH3:33])[CH2:39][CH2:38][CH2:37][CH2:36]4)[cH:11][cH:12][cH:13][c:14]3[cH:15][c:16]2[CH3:17])[cH:2][cH:3][cH:4][cH:5][cH:6]1. The reactants are CN1CCOCC1 (N-methylmorpholine), N1N=C(C2=CC=CC=C12)/C=C/C1=CC=C(C(=O)N2CCNCC2)C=C1 ((E)-1-{4-[2-(1H-indazol-3-yl)vinyl]benzoyl}piperazine), Cl.C(C)N=C=NCCCN(C)C (1-ethyl-3-(3-dimethylaminopropyl)carbodiimide hydrochloride), C(C)(C)(C)OC(=O)NC(C(=O)O)(C)C (2-(tert-butoxycarbonyl)amino-2-methylpropionic acid), O.ON1N=NC2=C1C=CC=C2 (1-hydroxybenzotriazole monohydrate), Cl.CO (hydrogen chloride methanol). Solvent: CO (methanol). Run at temperature 60 celsius. Yields the product Cl.Cl.NC(C(=O)N1CCN(CC1)C(C1=CC=C(C=C1)\C=C\C1=NNC2=CC=CC=C12)=O)(C)C ((E)-4-(2-amino-2-methylpropionyl)-1-{4-[2-(1H-indazol-3-yl)vinyl]benzoyl}piperazine dihydrochloride). Yield: 0.0%. RXN SMILES: [NH:1]1[C:9]2[C:4](=[CH:5][CH:6]=[CH:7][CH:8]=2)[C:3](/[CH:10]=[CH:11]/[C:12]2[CH:25]=[CH:24][C:15]([C:16]([N:18]3[CH2:23][CH2:22][NH:21][CH2:20][CH2:19]3)=[O:17])=[CH:14][CH:13]=2)=[N:2]1.C(OC([NH:33][C:34]([CH3:39])([CH3:38])[C:35](O)=[O:36])=O)(C)(C)C.O.ON1C2C=CC=CC=2N=N1.[ClH:51].C(N=C=NCCCN(C)C)C.CN1CCOCC1.Cl.CO>CO>[ClH:51].[ClH:51].[NH2:33][C:34]([CH3:39])([CH3:38])[C:35]([N:21]1[CH2:22][CH2:23][N:18]([C:16](=[O:17])[C:15]2[CH:14]=[CH:13][C:12](/[CH:11]=[CH:10]/[C:3]3[C:4]4[C:9](=[CH:8][CH:7]=[CH:6][CH:5]=4)[NH:1][N:2]=3)=[CH:25][CH:24]=2)[CH2:19][CH2:20]1)=[O:36] |f:2.3,4.5,7.8,10.11.12|. Procedure details: The product obtained using Compound 18 (300 mg, 0.90 mmol), 2-(tert-butoxycarbonyl)amino-2-methylpropionic acid (153 mg, 0.75 mmol), 1-hydroxybenzotriazole monohydrate (132 mg, 0.98 mmol), 1-ethyl-3-(3-dimethylaminopropyl)carbodiimide hydrochloride (202 mg, 1.05 mmol) and N-methylmorpholine (0.16 mL, 1.50 mmol) in a similar manner to Example 5, was dissolved in methanol (2.00 mL), and the solution was added with 4 mol/L hydrogen chloride-methanol solution (1.50 mL), followed by heating under ref... Reactants: COC(C1=C(C=CC(=C1)[N+](=O)[O-])OC)=O (methyl-2-methoxy-5-nitrobenzoate), CO (methanol), [H][H] (hydrogen). The reagents and catalysts are [Pt]=O (Platinum oxide). The solvent is O1CCCC1 (tetrahydrofuran). Yields the product COC(C1=C(C=CC(=C1)N)OC)=O (Methyl-2-methoxy-5-aminobenzoate). As a reaction SMILES: [CH3:1][O:2][C:3](=[O:15])[C:4]1[CH:9]=[C:8]([N+:10]([O-])=O)[CH:7]=[CH:6][C:5]=1[O:13][CH3:14].CO.[H][H]>[Pt]=O.O1CCCC1>[CH3:1][O:2][C:3](=[O:15])[C:4]1[CH:9]=[C:8]([NH2:10])[CH:7]=[CH:6][C:5]=1[O:13][CH3:14]. Procedure details: A 2 liter Parr Bottle was charged with 11.6 grams (55 mmol) methyl-2-methoxy-5-nitrobenzoate, 450 mL of methanol and 150 mL of tetrahydrofuran (THF). Platinum oxide was added (460 mg) and the mixture was hydrogenated under 45 psi hydrogen for 1 hour. The reaction mixture was filtered through Celite® (diatomaceous earth) and evaporated. The reaction mixture was diluted with 500 mL of methylene chloride, and then washed with water and brine. The organic phase was dried and evaporated (9.9 grams). ... The reactants are N1N=C(C2=CC=CC=C12)C(=O)O (Indazole-3-carboxylic acid), CN(C)C=O (DMF), C(=O)([O-])[O-].[K+].[K+] (K2CO3), CI (MeI). Run at temperature 50 celsius. Product: CN1N=C(C2=CC=CC=C12)C(=O)OC (Methyl 1-Methyl-1H-indazole-3-carboxylate). The yield is 68.0%. Reaction SMILES: N1C2[C:4](=[CH:5][CH:6]=[CH:7][CH:8]=2)[C:3]([C:10]([OH:12])=[O:11])=[N:2]1.[C:13]([O-])([O-])=O.[K+].[K+].CI.C[N:22]([CH:24]=O)[CH3:23]>>[CH3:23][N:22]1[C:24]2[C:4](=[CH:5][CH:6]=[CH:7][CH:8]=2)[C:3]([C:10]([O:12][CH3:13])=[O:11])=[N:2]1 |f:1.2.3|. Reported procedure: Indazole-3-carboxylic acid (5.0 g, 30 mmole), K2CO3 (12.4 g, 90 mmole), and MeI (9.3 mL, 150 mmole) were combined in dry DMF (100 mL) and heated to 50° C. After 18 hr the mixture was cooled to RT and concentrated in vacuo. The residue was taken up in EtOAc and filtered, and the filtrate was concentrated under reduced pressure. The residue was flash chromatographed on silica gel (25% EtOAc/hexanes) to give the title compound (3.88 g, 68%) as a yellow solid: 1H NMR (300 MHz, CDCl3) δ 8.24 (m, 1H),... The reactants are [N+](=O)([O-])C1=C(C=CC=C1)NC(CCl)=O (N-(2-nitrophenyl)-2-chloroacetamide), C[C@@H]1CNC[C@@H](O1)C (2,6-cis-dimethylmorpholine). Solvent: C(C)O (ethanol). Yields the product [N+](=O)([O-])C1=C(C=CC=C1)NC(CN1C[C@@H](O[C@@H](C1)C)C)=O (N-(2-nitrophenyl)-2-(2,6-cis-dimethylmorpholino)acetamide). Isolated yield 72.3%. RXN SMILES: [N+:1]([C:4]1[CH:9]=[CH:8][CH:7]=[CH:6][C:5]=1[NH:10][C:11](=[O:14])[CH2:12]Cl)([O-:3])=[O:2].[CH3:15][C@H:16]1[O:21][C@@H:20]([CH3:22])[CH2:19][NH:18][CH2:17]1>C(O)C>[N+:1]([C:4]1[CH:9]=[CH:8][CH:7]=[CH:6][C:5]=1[NH:10][C:11](=[O:14])[CH2:12][N:18]1[CH2:17][C@@H:16]([CH3:15])[O:21][C@@H:20]([CH3:22])[CH2:19]1)([O-:3])=[O:2]. Reported procedure: A mixture of N-(2-nitrophenyl)-2-chloroacetamide (8.6 g), 2,6-cis-dimethylmorpholine (9.2 g) and ethanol (100 ml) was heated together under reflux for 3 hours. The ethanol was evaporated off and the residue treated with water (100 ml). The resultant suspension was filtered and the solid recrystallised from ethanol to give N-(2-nitrophenyl)-2-(2,6-cis-dimethylmorpholino)acetamide (8.5 g), m.p. 127°-129° C. (with decomposition) which was then dissolved in methanol (100 ml). Platinum oxide (0.3 g) ... Reactants: [OH-].[Na+] (NaOH), N[C@@H](CC1=CC=CC=C1)C(=O)O (L-Phe), N[C@H](CC1=CC=CC=C1)C(=O)O (D-Phe). Yields the product C(C1=CC=CC=C1)(=O)N[C@@H](CC1=CC=CC=C1)C(=O)O (Nα -Benzoylphenylalanine). As a reaction SMILES: [OH-:1].[Na+].[NH2:3][C@H:4]([C:12]([OH:14])=[O:13])[CH2:5][C:6]1[CH:11]=[CH:10][CH:9]=[CH:8][CH:7]=1.N[C@@H](C(O)=O)[CH2:17][C:18]1[CH:23]=[CH:22][CH:21]=[CH:20][CH:19]=1>>[C:17]([NH:3][C@H:4]([C:12]([OH:14])=[O:13])[CH2:5][C:6]1[CH:11]=[CH:10][CH:9]=[CH:8][CH:7]=1)(=[O:1])[C:18]1[CH:23]=[CH:22][CH:21]=[CH:20][CH:19]=1 |f:0.1|. Procedure details: If a NaOH solution is used in place of the Na2CO3 in Example 1 and substantially following the procedure set forth in Carter, H. E. et al., J. Biol. Chem. 138, 627 (1941), optical activity is maintained. That is if L-Phe or D-Phe is the starting material, Nα -benzoyl-L-Phe or Nα -benzoyl-D-Phe respectively is produced. Yields the product CCN(CC)CCCOc1ccc(-c2cc3c(Oc4ccc(NC(=O)NC5CC5)c(Cl)c4)ncnc3n2COCC[Si](C)(C)C)cc1. The reactants are CS(C)=O, O=C(NC1CC1)Oc1ccccc1, CCN(CC)CCCOc1ccc(-c2cc3c(Oc4ccc(N)c(Cl)c4)ncnc3n2COCC[Si](C)(C)C)cc1, O. As a reaction SMILES: [CH3:56][S:57]([CH3:58])=[O:59].[CH:42]1([NH:45][C:46]([O:47][c:49]2[cH:50][cH:51][cH:52][cH:53][cH:54]2)=[O:48])[CH2:43][CH2:44]1.[Cl:1][c:2]1[c:3]([NH2:41])[cH:4][cH:5][c:6]([O:8][c:9]2[c:10]3[c:11]([n:12][cH:13][n:14]2)[n:15]([CH2:33][O:34][CH2:35][CH2:36][Si:37]([CH3:38])([CH3:39])[CH3:40])[c:16](-[c:18]2[cH:19][cH:20][c:21]([O:24][CH2:25][CH2:26][CH2:27][N:28]([CH2:29][CH3:30])[CH2:31][CH3:32])[cH:22][cH:23]2)[cH:17]3)[cH:7]1.[OH2:55]>>[Cl:1][c:2]1[c:3]([NH:41][C:46]([NH:45][CH:42]2[CH2:43][CH2:44]2)=[O:47])[cH:4][cH:5][c:6]([O:8][c:9]2[c:10]3[c:11]([n:12][cH:13][n:14]2)[n:15]([CH2:33][O:34][CH2:35][CH2:36][Si:37]([CH3:38])([CH3:39])[CH3:40])[c:16](-[c:18]2[cH:19][cH:20][c:21]([O:24][CH2:25][CH2:26][CH2:27][N:28]([CH2:29][CH3:30])[CH2:31][CH3:32])[cH:22][cH:23]2)[cH:17]3)[cH:7]1.